Dataset: the Open Reaction Database (ORD), a public repository of structured organic reaction records. Task: describe an organic reaction: reactants, conditions, products, and yield Starting materials: [H-].[Al+3].[Li+].[H-].[H-].[H-] (lithium aluminium hydride), C(C(C)C)N(C(=O)C1=CC2=C(N(C(=N2)NC2=CC(=C(C(=C2)OC)OC)OC)CCCN(CCC2=NC=CC=C2)C)C=C1)CC(C)C (N,N-diisobutyl-1-{3-[methyl(2-pyridin-2-ylethyl)amino]propyl}-2-[(3,4,5-trimethoxyphenyl)amino]-1H-benzimidazole-5-carboxamide), C(C)(=O)OCC (ethyl acetate). Solvent: O1CCCC1 (tetrahydrofuran), O1CCCC1 (tetrahydrofuran). Reaction conditions: temperature 0 celsius, time 15 minute. Yields the product C(C(C)C)N(CC(C)C)CC1=CC2=C(N(C(=N2)NC2=CC(=C(C(=C2)OC)OC)OC)CCCN(CCC2=NC=CC=C2)C)C=C1 (5-[(diisobutylamino)methyl]-1-(3-{methyl[2-(2-pyridinyl)ethyl]amino}propyl)-N-(3,4,5-trimethoxyphenyl)-1H-benzimidazol-2-amine), foam. Yield: 62.0%. RXN SMILES: [H-].[Al+3].[Li+].[H-].[H-].[H-].[CH2:7]([N:11]([CH2:49][CH:50]([CH3:52])[CH3:51])[C:12]([C:14]1[CH:48]=[CH:47][C:17]2[N:18]([CH2:34][CH2:35][CH2:36][N:37]([CH3:46])[CH2:38][CH2:39][C:40]3[CH:45]=[CH:44][CH:43]=[CH:42][N:41]=3)[C:19]([NH:21][C:22]3[CH:27]=[C:26]([O:28][CH3:29])[C:25]([O:30][CH3:31])=[C:24]([O:32][CH3:33])[CH:23]=3)=[N:20][C:16]=2[CH:15]=1)=O)[CH:8]([CH3:10])[CH3:9].C(OCC)(=O)C>O1CCCC1>[CH2:7]([N:11]([CH2:12][C:14]1[CH:48]=[CH:47][C:17]2[N:18]([CH2:34][CH2:35][CH2:36][N:37]([CH3:46])[CH2:38][CH2:39][C:40]3[CH:45]=[CH:44][CH:43]=[CH:42][N:41]=3)[C:19]([NH:21][C:22]3[CH:23]=[C:24]([O:32][CH3:33])[C:25]([O:30][CH3:31])=[C:26]([O:28][CH3:29])[CH:27]=3)=[N:20][C:16]=2[CH:15]=1)[CH2:49][CH:50]([CH3:51])[CH3:52])[CH:8]([CH3:10])[CH3:9] |f:0.1.2.3.4.5|. Procedure: A molar solution of lithium aluminium hydride in tetrahydrofuran (0.83 ml, 5 eq) is added dropwise to a solution of N,N-diisobutyl-1-{3-[methyl(2-pyridin-2-ylethyl)amino]propyl}-2-[(3,4,5-trimethoxyphenyl)amino]-1H-benzimidazole-5-carboxamide (105 mg, 1 eq. prepared according to Example A1) cooled down to 0° C., in tetrahydrofuran (3 ml). After stirring for 15 minutes at 0° C., the mixture is heated at 60° C. for 3 hours then cooled down to 0° C. and hydrolysed. After adding ethyl acetate, decan... The reactants are S(=O)(=O)([O-])[O-].[Sr+2] (strontium sulfate), C([O-])([O-])=O.[NH4+].[NH4+] (ammonium carbonate). Yields the product C([O-])([O-])=O.[Sr+2] (strontium carbonate), S(=O)(=O)([O-])[O-].[NH4+].[NH4+] (ammonium sulfate). RXN SMILES: [S:1]([O-:5])([O-:4])(=[O:3])=[O:2].[Sr+2:6].[C:7](=[O:10])([O-:9])[O-:8].[NH4+:11].[NH4+]>>[C:7](=[O:8])([O-:10])[O-:9].[Sr+2:6].[S:1]([O-:5])([O-:4])(=[O:3])=[O:2].[NH4+:11].[NH4+:11] |f:0.1,2.3.4,5.6,7.8.9|. Procedure details: treating the residual strontium sulfate with ammonium carbonate to produce insoluble strontium carbonate and soluble ammonium sulfate; Reactants: Cc1n[nH]c2ccc(-c3nncc(N4CCN(C(=O)OC(C)(C)C)C(Cc5ccccc5)C4)n3)cc12, ClCCl, O=C(O)C(F)(F)F. Product: Cc1n[nH]c2ccc(-c3nncc(N4CCNC(Cc5ccccc5)C4)n3)cc12. RXN SMILES: [CH3:1][c:2]1[n:3][nH:4][c:5]2[cH:6][cH:7][c:8](-[c:11]3[n:12][n:13][cH:14][c:15]([N:17]4[CH2:18][CH:19]([CH2:30][c:31]5[cH:32][cH:33][cH:34][cH:35][cH:36]5)[N:20]([C:23]([O:24][C:25]([CH3:26])([CH3:27])[CH3:28])=[O:29])[CH2:21][CH2:22]4)[n:16]3)[cH:9][c:10]12.[Cl:44][CH2:45][Cl:46].[OH:37][C:38]([C:39]([F:40])([F:41])[F:42])=[O:43]>>[CH3:1][c:2]1[n:3][nH:4][c:5]2[cH:6][cH:7][c:8](-[c:11]3[n:12][n:13][cH:14][c:15]([N:17]4[CH2:18][CH:19]([CH2:30][c:31]5[cH:32][cH:33][cH:34][cH:35][cH:36]5)[NH:20][CH2:21][CH2:22]4)[n:16]3)[cH:9][c:10]12.